This data is from the Open Reaction Database (ORD), a public repository of structured organic reaction records. The task is: describe an organic reaction: reactants, conditions, products, and yield Starting materials: CC(=O)O[BH-](OC(C)=O)OC(C)=O, O=C([O-])O, CC(=O)O, ClC(Cl)Cl, NC1CCN(CCn2c(=O)cnc3ccc(F)cc32)CC1, [Na+], [Na+], O=Cc1ccc2c(n1)NC(=O)CS2. Yields the product O=C1CSc2ccc(CNC3CCN(CCn4c(=O)cnc5ccc(F)cc54)CC3)nc2N1. As a reaction SMILES: [C:35]([O:36][BH-:37]([O:38][C:39](=[O:40])[CH3:41])[O:42][C:43](=[O:44])[CH3:45])(=[O:46])[CH3:47].[C:49](=[O:50])([O-:51])[OH:52].[CH3:54][C:55](=[O:56])[OH:57].[CH:58]([Cl:59])([Cl:60])[Cl:61].[NH2:1][CH:2]1[CH2:3][CH2:4][N:5]([CH2:8][CH2:9][n:10]2[c:11](=[O:21])[cH:12][n:13][c:14]3[cH:15][cH:16][c:17]([F:20])[cH:18][c:19]23)[CH2:6][CH2:7]1.[Na+:48].[Na+:53].[O:22]=[C:23]1[NH:24][c:25]2[c:26]([cH:29][cH:30][c:31]([CH:33]=[O:34])[n:32]2)[S:27][CH2:28]1>>[NH:1]([CH:2]1[CH2:3][CH2:4][N:5]([CH2:8][CH2:9][n:10]2[c:11](=[O:21])[cH:12][n:13][c:14]3[cH:15][cH:16][c:17]([F:20])[cH:18][c:19]23)[CH2:6][CH2:7]1)[CH2:33][c:31]1[cH:30][cH:29][c:26]2[c:25]([n:32]1)[NH:24][C:23](=[O:22])[CH2:28][S:27]2. Starting materials: N#CCBr, C[Si](C)(C)[N-][Si](C)(C)C, CCOC(=O)C(c1ccc(F)cc1)c1ccc(F)cc1, [Li+], C1CCOC1. The product is CCOC(=O)C(CC#N)(c1ccc(F)cc1)c1ccc(F)cc1. RXN SMILES: [Br:31][CH2:32][C:33]#[N:34].[CH3:21][Si:22]([N-:23][Si:24]([CH3:25])([CH3:26])[CH3:27])([CH3:28])[CH3:29].[F:1][c:2]1[cH:3][cH:4][c:5]([CH:8]([C:9](=[O:10])[O:11][CH2:12][CH3:13])[c:14]2[cH:15][cH:16][c:17]([F:20])[cH:18][cH:19]2)[cH:6][cH:7]1.[Li+:30].[O:35]1[CH2:36][CH2:37][CH2:38][CH2:39]1>>[F:1][c:2]1[cH:3][cH:4][c:5]([C:8]([C:9](=[O:10])[O:11][CH2:12][CH3:13])([c:14]2[cH:15][cH:16][c:17]([F:20])[cH:18][cH:19]2)[CH2:32][C:33]#[N:34])[cH:6][cH:7]1. Reactants: O=C([O-])[O-], CCOC(=O)c1cccc(I)c1, CCOC(C)=O, CS(C)=O, [Cs+], [Cs+], I[Cu]I, N#Cc1c[nH]c2ccccc12. Yields the product CCOC(=O)c1cccc(-n2cc(C#N)c3ccccc32)c1. As a reaction SMILES: [C:24](=[O:25])([O-:26])[O-:27].[CH2:12]([CH3:13])[O:14][C:15]([c:16]1[cH:17][c:18]([I:22])[cH:19][cH:20][cH:21]1)=[O:23].[CH3:30][CH2:31][O:32][C:33](=[O:34])[CH3:35].[CH3:36][S:37](=[O:38])[CH3:39].[Cs+:28].[Cs+:29].[Cu:40]([I:41])[I:42].[nH:1]1[cH:2][c:3]([C:10]#[N:11])[c:4]2[cH:5][cH:6][cH:7][cH:8][c:9]12>>[n:1]1(-[c:18]2[cH:17][c:16]([C:15]([O:14][CH2:12][CH3:13])=[O:23])[cH:21][cH:20][cH:19]2)[cH:2][c:3]([C:10]#[N:11])[c:4]2[cH:5][cH:6][cH:7][cH:8][c:9]12. The reactants are ClC1=CC(=C(CN2N=CC3=CC(=CC=C23)C=C2C(N=C(S2)SCC)=O)C=C1)C(F)(F)F (5-[1-(4-chloro-2-trifluoromethyl-benzyl)-1H-indazol-5-ylmethylene]-2-ethylsulfanyl-thiazol-4-one), CC1N(C(CNC1)C)C(COC)=O (1-(2,6-dimethyl-piperazin-1-yl)-2-methoxy-ethanone). Yields the product ClC1=CC(=C(CN2N=CC3=CC(=CC=C23)C=C2C(N=C(S2)N2C[C@H](N([C@H](C2)C)C(COC)=O)C)=O)C=C1)C(F)(F)F (5-[1-(4-Chloro-2-trifluoromethyl-benzyl)-1H-indazol-5-ylmethylene]-2-[4-(2-methoxy-acetyl)-cis-3,5-dimethyl-piperazin-1-yl]-thiazol-4-one). As a reaction SMILES: [Cl:1][C:2]1[CH:27]=[CH:26][C:5]([CH2:6][N:7]2[C:15]3[C:10](=[CH:11][C:12]([CH:16]=[C:17]4[S:21][C:20](SCC)=[N:19][C:18]4=[O:25])=[CH:13][CH:14]=3)[CH:9]=[N:8]2)=[C:4]([C:28]([F:31])([F:30])[F:29])[CH:3]=1.[CH3:32][CH:33]1[CH2:38][NH:37][CH2:36][CH:35]([CH3:39])[N:34]1[C:40](=[O:44])[CH2:41][O:42][CH3:43]>>[Cl:1][C:2]1[CH:27]=[CH:26][C:5]([CH2:6][N:7]2[C:15]3[C:10](=[CH:11][C:12]([CH:16]=[C:17]4[S:21][C:20]([N:37]5[CH2:38][C@H:33]([CH3:32])[N:34]([C:40](=[O:44])[CH2:41][O:42][CH3:43])[C@H:35]([CH3:39])[CH2:36]5)=[N:19][C:18]4=[O:25])=[CH:13][CH:14]=3)[CH:9]=[N:8]2)=[C:4]([C:28]([F:31])([F:30])[F:29])[CH:3]=1. Procedure: 5-[1-(4-Chloro-2-trifluoromethyl-benzyl)-1H-indazol-5-ylmethylene]-2-[4-(2-methoxy-acetyl)-cis-3,5-dimethyl-piperazin-1-yl]-thiazol-4-one one was prepared from 5-[1-(4-chloro-2-trifluoromethyl-benzyl)-1H-indazol-5-ylmethylene]-2-ethylsulfanyl-thiazol-4-one and 1-(2,6-dimethyl-piperazin-1-yl)-2-methoxy-ethanone following General Procedure C. The reactants are N#Cc1ccc(C(=O)Cl)o1, C1CCOC1, CCN(C(C)C)C(C)C, [N-]=[N+]=Nc1ccc([N+](=O)[O-])c(N2CCCCC2)c1, O. As a reaction SMILES: [C:19](#[N:20])[c:21]1[cH:22][cH:23][c:24]([C:26](=[O:27])[Cl:28])[o:25]1.[CH2:39]1[O:40][CH2:41][CH2:42][CH2:43]1.[CH:29]([N:30]([CH2:31][CH3:32])[CH:33]([CH3:34])[CH3:35])([CH3:36])[CH3:37].[N:1](=[N+:2]=[N-:3])[c:4]1[cH:5][cH:6][c:7]([N+:16]([O-:17])=[O:18])[c:8]([N:10]2[CH2:11][CH2:12][CH2:13][CH2:14][CH2:15]2)[cH:9]1.[OH2:38]>>[N:1](=[N+:2]=[N-:3])[c:4]1[cH:5][cH:6][c:7]([NH:16][C:26]([c:24]2[cH:23][cH:22][c:21]([C:19]#[N:20])[o:25]2)=[O:27])[c:8]([N:10]2[CH2:11][CH2:12][CH2:13][CH2:14][CH2:15]2)[cH:9]1. Product: N#Cc1ccc(C(=O)Nc2ccc(N=[N+]=[N-])cc2N2CCCCC2)o1. The reactants are CO, CC(C)C=NCCCc1ccc2sc3ccccc3c2c1, [H][H]. The product is CC(C)CNCCCc1ccc2sc3ccccc3c2c1. As a reaction SMILES: [CH3:24][OH:25].[CH:1]([CH:2]([CH3:3])[CH3:4])=[N:5][CH2:6][CH2:7][CH2:8][c:9]1[cH:10][c:11]2[c:12]([s:13][c:14]3[c:15]2[cH:16][cH:17][cH:18][cH:19]3)[cH:20][cH:21]1.[H:22][H:23]>>[CH2:1]([CH:2]([CH3:3])[CH3:4])[NH:5][CH2:6][CH2:7][CH2:8][c:9]1[cH:10][c:11]2[c:12]([s:13][c:14]3[c:15]2[cH:16][cH:17][cH:18][cH:19]3)[cH:20][cH:21]1. Reactants: pure mixture, OC1=CC=C(C=C1)C1=CC(CCC1)C1=CC=C(C=C1)O (1,3-bis(4-hydroxyphenyl)-1-cyclohexene), OC1=CC=C(C=C1)C1=CCCC(C1)C1=CC=C(C=C1)O (1,5-bis(4-hydroxyphenyl)-1-cyclohexene), C(C(C)C)C(=O)C (methyl isobutyl ketone), CC(=C)C1=CC=CC=C1 (α-methyl styrene). The reagents and catalysts are [C].[Pd] (palladium carbon). The solvent is C1CCCCC1 (cyclohexane), C(C)(=O)OCC (ethyl acetate). Conditions: temperature 150 celsius, time 6 hour. Product: OC1=CC=C(C=C1)C1=CC(=CC=C1)C1=CC=C(C=C1)O (4,4″-dihydroxy-m-terphenyl). The yield is 33.0%. Reaction SMILES: [OH:1][C:2]1[CH:7]=[CH:6][C:5]([C:8]2[CH2:13][CH2:12][CH2:11][CH:10]([C:14]3[CH:19]=[CH:18][C:17]([OH:20])=[CH:16][CH:15]=3)[CH:9]=2)=[CH:4][CH:3]=1.OC1C=CC(C2CC(C3C=CC(O)=CC=3)CCC=2)=CC=1.C(C(C)=O)C(C)C.CC(C1C=CC=CC=1)=C>C(OCC)(=O)C.[C].[Pd].C1CCCCC1>[OH:1][C:2]1[CH:3]=[CH:4][C:5]([C:8]2[CH:13]=[CH:12][CH:11]=[C:10]([C:14]3[CH:19]=[CH:18][C:17]([OH:20])=[CH:16][CH:15]=3)[CH:9]=2)=[CH:6][CH:7]=1 |f:5.6|. Reported procedure: 2.6 g of the 91% pure mixture of 1,3-bis(4-hydroxyphenyl)-1-cyclohexene and 1,5-bis(4-hydroxyphenyl)-1-cyclohexene obtained in Step (B), 15.6 g of methyl isobutyl ketone, 3.5 g of α-methyl styrene, and 0.2 g of 5% palladium carbon were introduced to an autoclave and agitated for 6 hours at 150° C. After the end of reaction, the reaction liquid was filtered to remove the 5% palladium carbon, and then the filtrate was condensed. The residue was dissolved in 3.2 g of ethyl acetate, after which 7.5 ...